From a dataset of the Open Reaction Database (ORD), a public repository of structured organic reaction records. describe an organic reaction: reactants, conditions, products, and yield Starting materials: OC(C)(C)C=1N=C(NC1C(=O)OCOC(C(C)(C)C)=O)CCC (pivaloyloxymethyl 4-(1-hydroxy-1-methylethyl)-2-propylimidazole-5-carboxylate), OC(C)(C)C=1N=C(NC1C(=O)O)CCC (4-(1-hydroxy-1-methylethyl)-2-propylimidazole-5-carboxylic acid), C(C)(C)OC(=O)OCCl (isopropoxycarbonyloxymethyl chloride). Yields the product OC(C)(C)C=1N=C(NC1C(=O)OCOC(=O)OC(C)C)CCC (Isopropoxycarbonyloxymethyl 4-(1-hydroxy-1-methylethyl)-2-propylimidazole-5-carboxylate). Yield: 74.4%. RXN SMILES: OC(C1N=C(CCC)NC=1C(OCOC(=O)C(C)(C)C)=O)(C)C.[OH:24][C:25]([C:28]1[N:29]=[C:30]([CH2:36][CH2:37][CH3:38])[NH:31][C:32]=1[C:33]([OH:35])=[O:34])([CH3:27])[CH3:26].[CH:39]([O:42][C:43]([O:45][CH2:46]Cl)=[O:44])([CH3:41])[CH3:40]>>[OH:24][C:25]([C:28]1[N:29]=[C:30]([CH2:36][CH2:37][CH3:38])[NH:31][C:32]=1[C:33]([O:35][CH2:46][O:45][C:43]([O:42][CH:39]([CH3:41])[CH3:40])=[O:44])=[O:34])([CH3:27])[CH3:26]. Procedure: Following a procedure similar to that described in Preparation 22(ii), but using 1.06 g of 4-(1-hydroxy-1-methylethyl)-2-propylimidazole-5-carboxylic acid [prepared as described in Preparation 22(i)] and 0.83 g of isopropoxycarbonyloxymethyl chloride, 1.22 g of the title compound, melting at 144°-146° C., were obtained. The reactants are C=O, O=C(O)C1COCCN1. The product is CN1CCOCC1C(=O)O. Reaction SMILES: [CH2:10]=[O:11].[O:1]1[CH2:2][CH:3]([C:7](=[O:8])[OH:9])[NH:4][CH2:5][CH2:6]1>>[O:1]1[CH2:2][CH:3]([C:7](=[O:8])[OH:9])[N:4]([CH3:10])[CH2:5][CH2:6]1. RXN SMILES: [Br:1][C:2]1[CH:3]=[C:4]2[C:9](=[CH:10][CH:11]=1)[N:8]1[CH:12]=[CH:13][CH:14]=[C:7]1[CH:6]([C:15]([CH3:18])([CH3:17])[CH3:16])[NH:5]2.[C:19](Cl)(=[O:28])[C:20]1[CH:25]=[CH:24][CH:23]=[C:22]([O:26][CH3:27])[CH:21]=1>>[Br:1][C:2]1[CH:3]=[C:4]2[C:9](=[CH:10][CH:11]=1)[N:8]1[CH:12]=[CH:13][CH:14]=[C:7]1[CH:6]([C:15]([CH3:18])([CH3:17])[CH3:16])[N:5]2[C:19](=[O:28])[C:20]1[CH:25]=[CH:24][CH:23]=[C:22]([O:26][CH3:27])[CH:21]=1. Reported procedure: 7-Bromo-4-tert-butyl-5-(3-methoxybenzoyl)-4,5-dihydropyrrolo[1,2-a]quinoxaline was prepared from 7-bromo-4-tert-butyl-4,5-dihydropyrrolo[1,2-a]quinoxaline and m-anisoyl chloride according to the procedure of Example 106, Step 2. The product was purified via Biotage Horizon® (25S, silica, gradient from 5% EtOAc/hexane to 40% EtOAc/hexane) and isolated as a white foam. MS (ESI) m/z 439/441 ([M+H]+); HRMS: calcd for C23H23BrN2O2, 438.0943; found (ESI+), 439.10084. The reactants are BrC=1C=C2NC(C=3N(C2=CC1)C=CC3)C(C)(C)C (7-bromo-4-tert-butyl-4,5-dihydropyrrolo[1,2-a]quinoxaline), C(C1=CC(=CC=C1)OC)(=O)Cl (m-anisoyl chloride). Product: BrC=1C=C2N(C(C=3N(C2=CC1)C=CC3)C(C)(C)C)C(C3=CC(=CC=C3)OC)=O (7-Bromo-4-tert-butyl-5-(3-methoxybenzoyl)-4,5-dihydropyrrolo[1,2-a]quinoxaline). The reactants are N1CCC(CC1)C1=CNC2=CC=CC=C12 (3-piperidin-4-yl-1H-indole), COC(C1=CC(=C(C=C1)Br)CBr)=O (4-bromo-3-bromomethyl-benzoic acid methyl ester). Product: COC(C1=CC(=C(C=C1)Br)CN1CCC(CC1)C1=CNC2=CC=CC=C12)=O (4-bromo-3-[4-(1H-indol-3-yl)-piperidin-1-ylmethyl]-benzoic acid methyl ester). The yield is 45.9%. As a reaction SMILES: [NH:1]1[CH2:6][CH2:5][CH:4]([C:7]2[C:15]3[C:10](=[CH:11][CH:12]=[CH:13][CH:14]=3)[NH:9][CH:8]=2)[CH2:3][CH2:2]1.[CH3:16][O:17][C:18](=[O:28])[C:19]1[CH:24]=[CH:23][C:22]([Br:25])=[C:21]([CH2:26]Br)[CH:20]=1>>[CH3:16][O:17][C:18](=[O:28])[C:19]1[CH:24]=[CH:23][C:22]([Br:25])=[C:21]([CH2:26][N:1]2[CH2:6][CH2:5][CH:4]([C:7]3[C:15]4[C:10](=[CH:11][CH:12]=[CH:13][CH:14]=4)[NH:9][CH:8]=3)[CH2:3][CH2:2]2)[CH:20]=1. Procedure details: This compound was prepared following the procedure described in example 1 (part D) starting with 0.2 g (1 mmol) of 3-piperidin-4-yl-1H-indole and 0.39 g (1.3 mmol) 4-bromo-3-bromomethyl-benzoic acid methyl ester. After ionic exchange purification, 0.196 g (46% of yield) of 4-bromo-3-[4-(1H-indol-3-yl)-piperidin-1-ylmethyl]-benzoic acid methyl ester were obtained. Starting materials: OCC1=CN=C(S1)C=1NC2=C(C=CC=C2C1)N(S(=O)(=O)C=1SC=CC1)C (N-{2-[5-(hydroxymethyl)-1,3-thiazol-2-yl]-1H-indol-7-yl}-N-methylthiophene-2-sulfonamide), S(=O)(Cl)Cl (thionyl chloride), O1CCCC1 (tetrahydrofuran). Reagents/catalysts: CN(C=O)C (N,N-dimethylformamide). Solvent: O (Water). Run at time 8 hour. The product is ClCC1=CN=C(S1)C=1NC2=C(C=CC=C2C1)N(S(=O)(=O)C=1SC=CC1)C (N-{2-[5-(chloromethyl)-1,3-thiazol-2-yl]-1H-indol-7-yl}-N-methylthiophene-2-sulfonamide). Yield: 76.0%. Reaction SMILES: O[CH2:2][C:3]1[S:7][C:6]([C:8]2[NH:9][C:10]3[C:15]([CH:16]=2)=[CH:14][CH:13]=[CH:12][C:11]=3[N:17]([CH3:26])[S:18]([C:21]2[S:22][CH:23]=[CH:24][CH:25]=2)(=[O:20])=[O:19])=[N:5][CH:4]=1.S(Cl)([Cl:29])=O.O1CCCC1>CN(C)C=O.O>[Cl:29][CH2:2][C:3]1[S:7][C:6]([C:8]2[NH:9][C:10]3[C:15]([CH:16]=2)=[CH:14][CH:13]=[CH:12][C:11]=3[N:17]([CH3:26])[S:18]([C:21]2[S:22][CH:23]=[CH:24][CH:25]=2)(=[O:20])=[O:19])=[N:5][CH:4]=1. Procedure details: A mixture of N-{2-[5-(hydroxymethyl)-1,3-thiazol-2-yl]-1H-indol-7-yl}-N-methylthiophene-2-sulfonamide (0.10 g), thionyl chloride (0.03 ml), N,N-dimethylformamide (one drop) and tetrahydrofuran (6 ml) was stirred overnight at room temperature. Water was added to the reaction mixture, and the mixture was extracted with ethyl acetate. The ethyl acetate layer was washed successively with saturated brine, aqueous sodium bicarbonate and saturated brine, dried (MgSO4), and concentrated to give the titl...